Dataset: the Open Reaction Database (ORD), a public repository of structured organic reaction records. Task: describe an organic reaction: reactants, conditions, products, and yield The reactants are C(C)(C)(C)C1=NOC(=N1)[C@H]1O[C@H]([C@H]2[C@H]1OC(O2)(C)C)N2C1=NC=NC(=C1N=C2)ON2N=NC1=C2C=CC=C1 (9-{(3aR,4R,6S,6aR)-6-[3-(tert-butyl)-1,2,4-oxadiazol-5-yl]-2,2-dimethyltetrahydrofuro[3,4-d][1,3]dioxol-4-yl}-6-(1H-1,2,3-benzotriazol-1-yloxy)-9H-purine), C(C)(C)N(CC)C(C)C (diisopropylethylamine), C(C(C)C)N (isobutylamine). Procedure details: To a solution of 9-{(3aR,4R,6S,6aR)-6-[3-(tert-butyl)-1,2,4-oxadiazol-5-yl]-2,2-dimethyltetrahydrofuro[3,4-d][1,3]dioxol-4-yl}-6-(1H-1,2,3-benzotriazol-1-yloxy)-9H-purine (50 mg) in dimethylsulfoxide (0.4 ml) was added diisopropylethylamine (0.1 ml) and isobutylamine (0.038 ml). The mixture was stirred at 20° C. for 16 h under nitrogen. The mixture was then evaporated to dryness in vacuo to give a residue that was purified by automated preparative HPLC to afford the title compound (14 mg) as a w... Run at temperature 20 celsius, time 16 hour. The solvent is CS(=O)C (dimethylsulfoxide). RXN SMILES: [C:1]([C:5]1[N:9]=[C:8]([C@@H:10]2[C@@H:14]3[O:15][C:16]([CH3:19])([CH3:18])[O:17][C@H:13]3[C@H:12]([N:20]3[CH:28]=[N:27][C:26]4[C:21]3=[N:22][CH:23]=[N:24][C:25]=4ON3C4C=CC=CC=4N=N3)[O:11]2)[O:7][N:6]=1)([CH3:4])([CH3:3])[CH3:2].C(N(C(C)C)CC)(C)C.[CH2:48]([NH2:52])[CH:49]([CH3:51])[CH3:50]>CS(C)=O>[C:1]([C:5]1[N:9]=[C:8]([C@@H:10]2[C@@H:14]3[O:15][C:16]([CH3:18])([CH3:19])[O:17][C@H:13]3[C@H:12]([N:20]3[CH:28]=[N:27][C:26]4[C:21]3=[N:22][CH:23]=[N:24][C:25]=4[NH:52][CH2:48][CH:49]([CH3:51])[CH3:50])[O:11]2)[O:7][N:6]=1)([CH3:4])([CH3:2])[CH3:3]. Yields the product C(C)(C)(C)C1=NOC(=N1)[C@H]1O[C@H]([C@H]2[C@H]1OC(O2)(C)C)N2C1=NC=NC(=C1N=C2)NCC(C)C (9-{(3aR,4R,6S,6aR)-6-[3-(tert-butyl)-1,2,4-oxadiazol-5-yl]-2,2-dimethyltetrahydrofuro[3,4-d][1,3]dioxol-4-yl}-N-isobutyl-9H-purin-6-amine). Reaction SMILES: [C:1]([CH3:2])([CH3:3])([CH3:4])[c:5]1[c:6]([O:26][CH3:27])[c:7]([O:22][SiH:23]([CH3:24])[CH3:25])[c:8]([CH:11]=[CH:12][C:13]([CH2:14][C:15]([C:16]([CH3:17])([CH3:18])[CH3:19])=[O:20])=[O:21])[cH:9][cH:10]1.[CH2:37]1[O:38][CH2:39][CH2:40][CH2:41]1.[CH3:28][C:29]([CH3:30])([O-:31])[CH3:32].[CH3:34][I:35].[Cl:42][CH2:43][Cl:44].[K+:33].[OH2:36]>>[C:1]([CH3:2])([CH3:3])([CH3:4])[c:5]1[c:6]([O:26][CH3:27])[c:7]([O:22][SiH:23]([CH3:24])[CH3:25])[c:8]([CH:11]=[CH:12][C:13]([CH:14]([C:15]([C:16]([CH3:17])([CH3:18])[CH3:19])=[O:20])[CH3:28])=[O:21])[cH:9][cH:10]1. Reactants: COc1c(C(C)(C)C)ccc(C=CC(=O)CC(=O)C(C)(C)C)c1O[SiH](C)C, C1CCOC1, CC(C)(C)[O-], CI, ClCCl, [K+], O. The product is COc1c(C(C)(C)C)ccc(C=CC(=O)C(C)C(=O)C(C)(C)C)c1O[SiH](C)C. Starting materials: O=C1CCC(=O)N1Br, CC(=O)O, Cc1cc2c(cc1C(F)(F)F)NCCCC2N(Cc1cc(C(F)(F)F)cc(C(F)(F)F)c1)c1nnn(C)n1. The product is Cc1cc2c(c(Br)c1C(F)(F)F)NCCCC2N(Cc1cc(C(F)(F)F)cc(C(F)(F)F)c1)c1nnn(C)n1. RXN SMILES: [Br:1][N:2]1[C:3](=[O:4])[CH2:5][CH2:6][C:7]1=[O:8].[CH3:47][C:48](=[O:49])[OH:50].[F:9][C:10]([c:11]1[cH:12][c:13]([CH2:14][N:15]([CH:16]2[c:17]3[c:18]([cH:23][c:24]([C:28]([F:29])([F:30])[F:31])[c:25]([CH3:27])[cH:26]3)[NH:19][CH2:20][CH2:21][CH2:22]2)[c:32]2[n:33][n:34][n:35]([CH3:37])[n:36]2)[cH:38][c:39]([C:41]([F:42])([F:43])[F:44])[cH:40]1)([F:45])[F:46]>>[Br:1][c:23]1[c:18]2[c:17]([cH:26][c:25]([CH3:27])[c:24]1[C:28]([F:29])([F:30])[F:31])[CH:16]([N:15]([CH2:14][c:13]1[cH:12][c:11]([C:10]([F:9])([F:45])[F:46])[cH:40][c:39]([C:41]([F:42])([F:43])[F:44])[cH:38]1)[c:32]1[n:33][n:34][n:35]([CH3:37])[n:36]1)[CH2:22][CH2:21][CH2:20][NH:19]2. Reactants: FC(C(=O)O)(C1=CC=C(C=C1)C(=O)OC)F (difluoro[4-(methoxycarbonyl)phenyl]acetic acid), [Cl-].[Cl-].[NH3+][C@H](C)C1=[NH+]C=C(C=C1)OCC(F)(F)F (2-[(1R)-1-ammonioethyl]-5-(2,2,2-trifluoroethoxy)pyridinium dichloride), C1=CC2=C(N=C1)N(N=N2)O (HOAT), C(CCl)Cl (EDC), CCN(C(C)C)C(C)C (DIEA). Solvent: C(Cl)Cl (CH2Cl2), C(Cl)Cl (CH2Cl2). Run at time 24 hour. Yields the product FC(C(N[C@H](C)C1=NC=C(C=C1)OCC(F)(F)F)=O)(F)C1=CC=C(C(=O)OC)C=C1 (Methyl 4-[1,1-difluoro-2-oxo-2-({(1R)-1-[5-(2,2,2-trifluoroethoxy)pyridin-2-yl]ethyl}amino)ethyl]-benzoate). The yield is 65.2%. Reaction SMILES: [F:1][C:2]([F:16])([C:6]1[CH:11]=[CH:10][C:9]([C:12]([O:14][CH3:15])=[O:13])=[CH:8][CH:7]=1)[C:3]([OH:5])=O.[Cl-].[Cl-].[NH3+:19][C@@H:20]([C:22]1[CH:27]=[CH:26][C:25]([O:28][CH2:29][C:30]([F:33])([F:32])[F:31])=[CH:24][NH+:23]=1)[CH3:21].C1C=NC2N(O)N=NC=2C=1.C(Cl)CCl.CCN(C(C)C)C(C)C>C(Cl)Cl>[F:16][C:2]([C:6]1[CH:11]=[CH:10][C:9]([C:12]([O:14][CH3:15])=[O:13])=[CH:8][CH:7]=1)([F:1])[C:3](=[O:5])[NH:19][C@@H:20]([C:22]1[CH:27]=[CH:26][C:25]([O:28][CH2:29][C:30]([F:33])([F:31])[F:32])=[CH:24][N:23]=1)[CH3:21] |f:1.2.3|. Procedure: To a solution of 0.400 g (1.72 mmol) difluoro[4-(methoxycarbonyl)phenyl]acetic acid in 3.50 ml CH2Cl2 was added 0.560 g (1.90 mmol) 2-[(1R)-1-ammonioethyl]-5-(2,2,2-trifluoroethoxy)pyridinium dichloride, 0.308 g (2.26 mmol) HOAT, 0.433 g (2.26 mmol) EDC, and 0.91 mL (5.21 mmol) DIEA. After 24.0 h at room temperature, the reaction mixture was diluted with CH2Cl2, washed three times with water, and washed with brine. The organic layer was dried over NaSO4, filtered and concentrated in vacuo. Purif... Starting materials: COC1=CC=C(CCl)C=C1 (p-methoxybenzylchloride), FC=1C=C2C=CNC(C2=CC1)=O (6-Fluoro-isoquinolinone), C(=O)([O-])[O-].[Cs+].[Cs+] (Cs2CO3). Run in CN(C)C=O (DMF). Run at time 2 hour. The product is FC=1C=C2C=CN(C(C2=CC1)=O)CC1=CC=C(C=C1)OC (6-Fluoro-2-(4-methoxy-benzyl)-2H-isoquinolin-1-one). Isolated yield 93.7%. Reaction SMILES: [CH3:1][O:2][C:3]1[CH:10]=[CH:9][C:6]([CH2:7]Cl)=[CH:5][CH:4]=1.[F:11][C:12]1[CH:13]=[C:14]2[C:19](=[CH:20][CH:21]=1)[C:18](=[O:22])[NH:17][CH:16]=[CH:15]2.C([O-])([O-])=O.[Cs+].[Cs+]>CN(C=O)C>[F:11][C:12]1[CH:13]=[C:14]2[C:19](=[CH:20][CH:21]=1)[C:18](=[O:22])[N:17]([CH2:7][C:6]1[CH:9]=[CH:10][C:3]([O:2][CH3:1])=[CH:4][CH:5]=1)[CH:16]=[CH:15]2 |f:2.3.4|. Procedure details: 169 μL (1.24 mmol, 1.1 eq) of p-methoxybenzylchloride were added to a suspension of 200 mg (1.13 mmol) of 6-fluoro-isoquinolinone (8) and 368 mg (1.36 mmol, 1.2 eq) of Cs2CO3 in 3 mL of DMF. The mixture was stirred for 2 h and then poured on ice. The precipitate was filtered, washed with water and dried to yield 300 mg of the title compound. Rt=1.76 min (Method B). Detected mass: 284.14 (M+H+). Reactants: C(#N)CC=1C=C(C=CC1CC)[N+](=O)[O-] (3-cyanomethyl-4-ethylnitrobenzene), ClCC=1C(=CC=CC1)CCl (α,α′-dichloro-o-xylene), CS(=O)C (dimethyl sulfoxide), CC(C)([O-])C.[K+] (potassium t-butoxide). Solvent: O (water), C(C)(=O)OCC (ethyl acetate). Conditions: time 3 hour. Product: C(#N)C1(CC2=CC=CC=C2C1)C1=C(C=CC(=C1)[N+](=O)[O-])CC (2-cyano-2-(2-ethyl-5-nitrophenyl)indane). Isolated yield 29.5%. RXN SMILES: [C:1]([CH2:3][C:4]1[CH:5]=[C:6]([N+:12]([O-:14])=[O:13])[CH:7]=[CH:8][C:9]=1[CH2:10][CH3:11])#[N:2].Cl[CH2:16][C:17]1[C:18]([CH2:23]Cl)=[CH:19][CH:20]=[CH:21][CH:22]=1.CS(C)=O.CC(C)([O-])C.[K+]>O.C(OCC)(=O)C>[C:1]([C:3]1([C:4]2[CH:5]=[C:6]([N+:12]([O-:14])=[O:13])[CH:7]=[CH:8][C:9]=2[CH2:10][CH3:11])[CH2:23][C:18]2[C:17](=[CH:22][CH:21]=[CH:20][CH:19]=2)[CH2:16]1)#[N:2] |f:3.4|. Reported procedure: To a mixture of the compound (3.0 g) obtained in Example 25a, α,α′-dichloro-o-xylene (4.15 g) and dimethyl sulfoxide (200 ml), potassium t-butoxide (3.55 g) was added and after stirring the resulting mixture at room temperature for 3 h, ethyl acetate and water were added. The organic layer was washed with a saturated aqueous sodium chloride solution, dried with anhydrous sodium sulfate and concentrated under reduced pressure to give the titled compound (1.36 g) (yield, 29%). Reactants: OB(O)c1ccc(Br)cc1, CC(=O)[O-], ClCCl, C1CC(N2CCOCC2)CCN1, O, c1ccncc1. Product: Brc1ccc(N2CCC(N3CCOCC3)CC2)cc1. As a reaction SMILES: [Br:17][c:18]1[cH:19][cH:20][c:21]([B:24]([OH:25])[OH:26])[cH:22][cH:23]1.[CH3:13][C:14](=[O:15])[O-:16].[Cl:33][CH2:34][Cl:35].[NH:1]1[CH2:2][CH2:3][CH:4]([N:7]2[CH2:8][CH2:9][O:10][CH2:11][CH2:12]2)[CH2:5][CH2:6]1.[OH2:36].[cH:27]1[cH:28][cH:29][n:30][cH:31][cH:32]1>>[N:1]1([c:21]2[cH:20][cH:19][c:18]([Br:17])[cH:23][cH:22]2)[CH2:2][CH2:3][CH:4]([N:7]2[CH2:8][CH2:9][O:10][CH2:11][CH2:12]2)[CH2:5][CH2:6]1.